Dataset: the Open Reaction Database (ORD), a public repository of structured organic reaction records. Task: describe an organic reaction: reactants, conditions, products, and yield The product is CC(C)(COC1OC(C(=O)O)C(O)C(O)C1O)c1cc(NC(=O)Nc2ccc(-c3cn4c(n3)sc3cc(OCCN5CCOCC5)ccc34)cc2)no1. Starting materials: O=C(O)C1OC(F)C(O)C(O)C1O, [NH4+], [Na+], [Na+], [Na+], CC(C)(CO)c1cc(NC(=O)Nc2ccc(-c3cn4c(n3)sc3cc(OCCN5CCOCC5)ccc34)cc2)no1, O=P([O-])([O-])[O-]. Reaction SMILES: [F:43][CH:44]1[CH:45]([OH:46])[CH:47]([OH:48])[CH:49]([OH:50])[CH:51]([C:53](=[O:54])[OH:55])[O:52]1.[NH4+:42].[Na+:61].[Na+:62].[Na+:63].[OH:1][CH2:2][C:3]([CH3:4])([CH3:5])[c:6]1[cH:7][c:8]([NH:11][C:12](=[O:13])[NH:14][c:15]2[cH:16][cH:17][c:18](-[c:21]3[n:22][c:23]4[s:24][c:25]5[c:26]([n:27]4[cH:28]3)[cH:29][cH:30][c:31]([O:33][CH2:34][CH2:35][N:36]3[CH2:37][CH2:38][O:39][CH2:40][CH2:41]3)[cH:32]5)[cH:19][cH:20]2)[n:9][o:10]1.[P:56]([O-:57])([O-:58])([O-:59])=[O:60]>>[O:1]([CH2:2][C:3]([CH3:4])([CH3:5])[c:6]1[cH:7][c:8]([NH:11][C:12](=[O:13])[NH:14][c:15]2[cH:16][cH:17][c:18](-[c:21]3[n:22][c:23]4[s:24][c:25]5[c:26]([n:27]4[cH:28]3)[cH:29][cH:30][c:31]([O:33][CH2:34][CH2:35][N:36]3[CH2:37][CH2:38][O:39][CH2:40][CH2:41]3)[cH:32]5)[cH:19][cH:20]2)[n:9][o:10]1)[CH:44]1[CH:45]([OH:46])[CH:47]([OH:48])[CH:49]([OH:50])[CH:51]([C:53](=[O:54])[OH:55])[O:52]1. Reactants: C1(=CC=CC=C1)N(S(=O)(=O)C1=CC(=C(C=C1)NC)[N+](=O)[O-])CCC(=O)OCC (3-nitro-4-methylaminobenzenesulfonic acid-N-phenyl-N-(2-ethoxycarbonylethyl)amide), [H][H] (hydrogen), P(=O)(Cl)(Cl)Cl (phosphorus oxychloride), C(#N)C1=CC=C(C=C1)NCC(=O)O (N-(4-cyanophenyl)glycine). The reagents and catalysts are [Pd] (palladium/charcoal). Solvent: C(C)O (ethanol), ClCCl (dichloromethane), O (water). The product is C1(=CC=CC=C1)N(S(=O)(=O)C1=CC2=C(N(C(=N2)CNC2=CC=C(C=C2)C#N)C)C=C1)CCC(=O)OCC (1-Methyl-2[N-(4-cyanophenyl)aminomethyl]benzimidazol-5-yl-sulfonic acid-N-phenyl-N-(2-ethoxycarbonylethyl)amide). As a reaction SMILES: [C:1]1([N:7]([CH2:22][CH2:23][C:24]([O:26][CH2:27][CH3:28])=[O:25])[S:8]([C:11]2[CH:16]=[CH:15][C:14]([NH:17][CH3:18])=[C:13]([N+:19]([O-])=O)[CH:12]=2)(=[O:10])=[O:9])[CH:6]=[CH:5][CH:4]=[CH:3][CH:2]=1.[H][H].[C:31]([C:33]1[CH:38]=[CH:37][C:36]([NH:39][CH2:40][C:41](O)=O)=[CH:35][CH:34]=1)#[N:32].P(Cl)(Cl)(Cl)=O>C(O)C.ClCCl.[Pd].O>[C:1]1([N:7]([CH2:22][CH2:23][C:24]([O:26][CH2:27][CH3:28])=[O:25])[S:8]([C:11]2[CH:16]=[CH:15][C:14]3[N:17]([CH3:18])[C:41]([CH2:40][NH:39][C:36]4[CH:35]=[CH:34][C:33]([C:31]#[N:32])=[CH:38][CH:37]=4)=[N:19][C:13]=3[CH:12]=2)(=[O:9])=[O:10])[CH:2]=[CH:3][CH:4]=[CH:5][CH:6]=1. Procedure: 2.54 g (6.2 mmol) of 3-nitro-4-methylaminobenzenesulfonic acid-N-phenyl-N-(2-ethoxycarbonylethyl)amide were hydrogenated at room temperature under 5 bar hydrogen pressure over palladium/charcoal (10%) in a mixture of 75 mL of ethanol and 75 mL of dichloromethane. The resulting crude 3-amino-4-methylaminobenzenesulfonic acid-N-phenyl-N-(2-ethoxycarbonylethyl)amide was taken up in 30 mL of phosphorus oxychloride, without purification, then 1.1 g (6.2 mmol) of N-(4-cyanophenyl)glycine were added an... Starting materials: [N+](=O)(O)[O-] (HNO3), [N+](=O)([O-])[O-].[K+] (potassium nitrate), ClC1=NC=CC2=CC=CC=C12 (1-chloroisoquinoline). Solvent: OS(=O)(=O)O (H2SO4), OS(=O)(=O)O (H2SO4). Conditions: temperature 0 celsius, time 90 minute. The product is ClC1=NC=CC2=C(C=CC=C12)[N+](=O)[O-] (1-chloro-5-nitroisoquinoline). As a reaction SMILES: [Cl:1][C:2]1[C:11]2[C:6](=[CH:7][CH:8]=[CH:9][CH:10]=2)[CH:5]=[CH:4][N:3]=1.[N+:12]([O-])([OH:14])=[O:13].[N+]([O-])([O-])=O.[K+]>OS(O)(=O)=O>[Cl:1][C:2]1[C:11]2[C:6](=[C:7]([N+:12]([O-:14])=[O:13])[CH:8]=[CH:9][CH:10]=2)[CH:5]=[CH:4][N:3]=1 |f:2.3|. Reported procedure: A mixture of 1-chloroisoquinoline (6.0 g, 0.037 mol) in conc. H2SO4 (35 mL) was treated with a solution of fuming HNO3 (10 mL) and potassium nitrate (4.0 g, 0.040 mol) in conc. H2SO4 (35 mL) at 0-5° C. The mixture was stirred at 0° C. for a further 90 min, and poured into ice. The precipitate was collected, washed and dried to give the product as a yellow solid. LC-MS: 3.68 min, 209.2 & 211.1 (M+1). Reactants: BrC1=CC=C(C=C1)C(C\C(=N/O)\C=1C=CC(N(C1)C)=O)C1=C(C=CC=C1)F ((E)-5-(3-(4-Bromophenyl)-3-(2-fluorophenyl)-1-(hydroxyimino)propyl)-1-methylpyridin-2(1H)-one), C(=O)(O)C1=CC=C(C=C1)B(O)O (4-carboxyphenylboronic acid), O (water), C([O-])([O-])=O.[Na+].[Na+] (sodium carbonate). The reagents and catalysts are [CH-]1C=CC(=C1)P(C2=CC=CC=C2)C3=CC=CC=C3.[CH-]1C=CC(=C1)P(C2=CC=CC=C2)C3=CC=CC=C3.Cl[Pd]Cl.[Fe+2] (dichloro(1,1′-bis(diphenylphosphino)-ferrocene)palladium(II) dichloromethane adduct). Solvent: O1CCOCC1 (1,4-dioxane). Product: FC1=C(C=CC=C1)C(C\C(\C1=CN(C(C=C1)=O)C)=N/O)C1=CC=C(C=C1)C1=CC=C(C=C1)C(=O)O ((E)-4′-(1-(2-Fluorophenyl)-3-(hydroxyimino)-3-(1-methyl-6-oxo-1,6-dihydropyridin-3-yl)propyl)biphenyl-4-carboxylic acid). RXN SMILES: Br[C:2]1[CH:7]=[CH:6][C:5]([CH:8]([C:21]2[CH:26]=[CH:25][CH:24]=[CH:23][C:22]=2[F:27])[CH2:9]/[C:10](/[C:13]2[CH:14]=[CH:15][C:16](=[O:20])[N:17]([CH3:19])[CH:18]=2)=[N:11]\[OH:12])=[CH:4][CH:3]=1.[C:28]([C:31]1[CH:36]=[CH:35][C:34](B(O)O)=[CH:33][CH:32]=1)([OH:30])=[O:29].O.C(=O)([O-])[O-].[Na+].[Na+]>O1CCOCC1.[CH-]1C=C(P(C2C=CC=CC=2)C2C=CC=CC=2)C=C1.[CH-]1C=C(P(C2C=CC=CC=2)C2C=CC=CC=2)C=C1.Cl[Pd]Cl.[Fe+2]>[F:27][C:22]1[CH:23]=[CH:24][CH:25]=[CH:26][C:21]=1[CH:8]([C:5]1[CH:6]=[CH:7][C:2]([C:34]2[CH:35]=[CH:36][C:31]([C:28]([OH:30])=[O:29])=[CH:32][CH:33]=2)=[CH:3][CH:4]=1)[CH2:9]/[C:10](=[N:11]\[OH:12])/[C:13]1[CH:14]=[CH:15][C:16](=[O:20])[N:17]([CH3:19])[CH:18]=1 |f:3.4.5,7.8.9.10|. Procedure: In analogy to example 166, step 1, (E)-5-(3-(4-bromophenyl)-3-(2-fluorophenyl)-1-(hydroxyimino)propyl)-1-methylpyridin-2(1H)-one (example 243, step 5) was reacted with 4-carboxyphenylboronic acid in the presence of dichloro(1,1′-bis(diphenylphosphino)-ferrocene)palladium(II) dichloromethane adduct in a mixture of 1,4-dioxane, water and 2 M aqueous sodium carbonate solution to give the title compound as a light brown solid, MS (ESI−): m/z=469.1 [M−H]−. Reactants: C(C)N1C(NCC1)=O (1-ethylimidazolidin-2-one), C([O-])([O-])=O.[Cs+].[Cs+] (caesium carbonate), OC1=C(C=NO)C=CC=C1 (2-hydroxybenzaldehyde-oxime), FC1=C(CN2N=C(C=3C2=NC=CC3)C=3N=C(C2=C(N3)NC(C2(C)C)=O)I)C=CC=C1 (2-[1-(2-Fluorobenzyl)-1H-pyrazolo[3,4-b]pyridin-3-yl]-4-iodo-5,5-dimethyl-5,7-dihydro-6H-pyrrolo[2,3-d]pyrimidin-6-one). The reagents and catalysts are [Cu-]=O (copper(I) oxide). Solvent: C(C)#N (acetonitrile). Conditions: temperature 200 celsius. The product is C(C)N1C(N(CC1)C=1C2=C(N=C(N1)C1=NN(C3=NC=CC=C31)CC3=C(C=CC=C3)F)NC(C2(C)C)=O)=O (4-(3-Ethyl-2-oxoimidazolidin-1-yl)-2-[1-(2-fluorobenzyl)-1H-pyrazolo[3,4-b]pyridin-3-yl]-5,5-dimethyl-5,7-dihydro-6H-pyrrolo[2,3-d]pyrimidin-6-one). Reaction SMILES: [F:1][C:2]1[CH:30]=[CH:29][CH:28]=[CH:27][C:3]=1[CH2:4][N:5]1[C:9]2=[N:10][CH:11]=[CH:12][CH:13]=[C:8]2[C:7]([C:14]2[N:15]=[C:16](I)[C:17]3[C:22]([CH3:24])([CH3:23])[C:21](=[O:25])[NH:20][C:18]=3[N:19]=2)=[N:6]1.[CH2:31]([N:33]1[CH2:37][CH2:36][NH:35][C:34]1=[O:38])[CH3:32].C(=O)([O-])[O-].[Cs+].[Cs+].OC1C=CC=CC=1C=NO>C(#N)C.[Cu-]=O>[CH2:31]([N:33]1[CH2:37][CH2:36][N:35]([C:16]2[C:17]3[C:22]([CH3:24])([CH3:23])[C:21](=[O:25])[NH:20][C:18]=3[N:19]=[C:14]([C:7]3[C:8]4[C:9](=[N:10][CH:11]=[CH:12][CH:13]=4)[N:5]([CH2:4][C:3]4[CH:27]=[CH:28][CH:29]=[CH:30][C:2]=4[F:1])[N:6]=3)[N:15]=2)[C:34]1=[O:38])[CH3:32] |f:2.3.4|. Procedure details: Under argon atmosphere, 150 mg (purity 62%, 0.18 mmol) of 2-[1-(2-fluorobenzyl)-1H-pyrazolo[3,4-b]pyridin-3-yl]-4-iodo-5,5-dimethyl-5,7-dihydro-6H-pyrrolo[2,3-d]pyrimidin-6-one (example 15A) was suspended in 2 ml of absolute acetonitrile and 413 mg (3.62 mmol) of 1-ethylimidazolidin-2-one, 118 mg (0.36 mmol) of caesium carbonate, 5 mg (0.04 mmol) of copper(I) oxide and 20 mg (0.15 mmol) of 2-hydroxybenzaldehyde-oxime were added. The mixture was heated in the microwave for 1 h at 200° C. The reac...